This data is from the Open Reaction Database (ORD), a public repository of structured organic reaction records. The task is: describe an organic reaction: reactants, conditions, products, and yield The reactants are Cl (HCl), BrC=1C=CC(=C(C=O)C1)F (5-bromo-2-fluorobenzaldehyde), [OH-].[Na+] (NaOH), OO (H2O2). Solvent: CO (MeOH). Run at time 2 hour. The product is BrC=1C=CC(=C(C(=O)O)C1)F (5-Bromo-2-fluoro-benzoic acid). Yield: 77.0%. Reaction SMILES: [Br:1][C:2]1[CH:3]=[CH:4][C:5]([F:10])=[C:6]([CH:9]=1)[CH:7]=[O:8].[OH-:11].[Na+].OO.Cl>CO>[Br:1][C:2]1[CH:3]=[CH:4][C:5]([F:10])=[C:6]([CH:9]=1)[C:7]([OH:11])=[O:8] |f:1.2|. Reported procedure: A mixture of 5-bromo-2-fluorobenzaldehyde (810 mg; 4.0 mmol), 15% NaOH (aq.) (3 mL), MeOH (5 mL), and 30% H2O2 (5 mL) was stirred at r.t. for 2 hrs., then acidified with 10% HCl (aq.). The resulting white solid was collected, rinsed with water, and dried to give the desired product (670 mg; 77%). Starting materials: N1CC(CCC1)CNC(=O)C1=CNC2=C1N=CN=C2C2=C(C=CC=1OCOC12)OCC1CC1 (4-(5-cyclopropylmethoxy-benzo[1,3]dioxol-4-yl)-5H-pyrrolo[3,2-d]pyrimidine-7-carboxylic acid (piperidin-3-ylmethyl)-amide), ClC(=O)COC(C)=O (acetic acid chlorocarbonyl-methyl ester). The product is OCC(=O)N1CC(CCC1)CNC(=O)C1=CNC2=C1N=CN=C2C2=C(C=CC=1OCOC12)OCC1CC1 (4-(5-Cyclopropylmethoxy-benzo[1,3]dioxol-4-yl)-5H-pyrrolo[3,2-d]pyrimidine-7-carboxylic acid [1-(2-hydroxy-acetyl)piperidin-3-ylmethyl]-amide). As a reaction SMILES: [NH:1]1[CH2:6][CH2:5][CH2:4][CH:3]([CH2:7][NH:8][C:9]([C:11]2[C:15]3[N:16]=[CH:17][N:18]=[C:19]([C:20]4[C:28]5[O:27][CH2:26][O:25][C:24]=5[CH:23]=[CH:22][C:21]=4[O:29][CH2:30][CH:31]4[CH2:33][CH2:32]4)[C:14]=3[NH:13][CH:12]=2)=[O:10])[CH2:2]1.Cl[C:35]([CH2:37][O:38]C(=O)C)=[O:36]>>[OH:38][CH2:37][C:35]([N:1]1[CH2:6][CH2:5][CH2:4][CH:3]([CH2:7][NH:8][C:9]([C:11]2[C:15]3[N:16]=[CH:17][N:18]=[C:19]([C:20]4[C:28]5[O:27][CH2:26][O:25][C:24]=5[CH:23]=[CH:22][C:21]=4[O:29][CH2:30][CH:31]4[CH2:33][CH2:32]4)[C:14]=3[NH:13][CH:12]=2)=[O:10])[CH2:2]1)=[O:36]. Procedure: Starting from 4-(5-cyclopropylmethoxy-benzo[1,3]dioxol-4-yl)-5H-pyrrolo[3,2-d]pyrimidine-7-carboxylic acid (piperidin-3-ylmethyl)-amide (example A145) and acetic acid chlorocarbonyl-methyl ester the title compound is obtained as colorless solid. Starting materials: CN(C)C=O, CC(C)n1nc(CCl)c(Cc2ccncc2)c1Sc1cc(Cl)cc(Cl)c1, Cl, [N-]=[N+]=[N-], [Na+]. The product is CC(C)n1nc(CN=[N+]=[N-])c(Cc2ccncc2)c1Sc1cc(Cl)cc(Cl)c1. Reaction SMILES: [CH3:32][N:33]([CH3:34])[CH:35]=[O:36].[Cl:2][CH2:3][c:4]1[n:5][n:6]([CH:25]([CH3:26])[CH3:27])[c:7]([S:16][c:17]2[cH:18][c:19]([Cl:24])[cH:20][c:21]([Cl:23])[cH:22]2)[c:8]1[CH2:9][c:10]1[cH:11][cH:12][n:13][cH:14][cH:15]1.[ClH:1].[N-:29]=[N+:30]=[N-:31].[Na+:28]>>[CH2:3]([c:4]1[n:5][n:6]([CH:25]([CH3:26])[CH3:27])[c:7]([S:16][c:17]2[cH:18][c:19]([Cl:24])[cH:20][c:21]([Cl:23])[cH:22]2)[c:8]1[CH2:9][c:10]1[cH:11][cH:12][n:13][cH:14][cH:15]1)[N:29]=[N+:30]=[N-:31]. The reactants are C(C)(C)(C)OC(=O)NC(CCSCCN)C(=O)O (N-t-Butoxycarbonyl-S-(2-aminoethyl)-D,L-homocysteine), OC1C(=O)NC(C1)=O (hydroxysuccinimide), C1(CCCCC1)N=C=NC1CCCCC1 (Dicyclohexylcarbodiimide). Solvent: CN(C)C=O (DMF), CN(C)C=O (DMF). Conditions: time 4 day. Product: C(C)(C)(C)OC(=O)NC1C(NCCSCC1)=O (6-t-butoxycarbonylamino-perhydro-1,4-thiazocin-5-one). The yield is 21.4%. RXN SMILES: [C:1]([O:5][C:6]([NH:8][CH:9]([C:16]([OH:18])=O)[CH2:10][CH2:11][S:12][CH2:13][CH2:14][NH2:15])=[O:7])([CH3:4])([CH3:3])[CH3:2].OC1CC(=O)NC1=O.C1(N=C=NC2CCCCC2)CCCCC1>CN(C=O)C>[C:1]([O:5][C:6]([NH:8][CH:9]1[CH2:10][CH2:11][S:12][CH2:13][CH2:14][NH:15][C:16]1=[O:18])=[O:7])([CH3:4])([CH3:3])[CH3:2]. Procedure: N-t-Butoxycarbonyl-S-(2-aminoethyl)-D,L-homocysteine (0.1 g) and hydroxysuccinimide (0.044 g) are dissolved in 4 ml of DMF. Dicyclohexylcarbodiimide (0.086 g) in 1 ml of DMF is added dropwise. After 4 days at room temperature, the reaction mixture is filtered, and then lyophilized. The residue is taken up in methylene chloride. Again insoluble white solid is removed by filtration. The crude product is chromatographed on silica gel (20:1 chloroform-methanol) to afford the product as a white solid... Starting materials: ClC1=C(C=CC(=N1)N)C1=CC=C(C=C1)Cl (6-Chloro-5-(4-chlorophenyl)-2-pyridylamine), FC1=C(C(=O)N=C=O)C(=CC=C1)F (2,6-difluorobenzoyl isocyanate). The solvent is C(C)#N (acetonitrile). Product: FC1=C(C(=O)NC(=O)NC2=NC(=C(C=C2)C2=CC=C(C=C2)Cl)Cl)C(=CC=C1)F (1-(2,6-DIFLUOROBENZOYL)-3-(6-CHLORO-5-(4-CHLOROPHENYL)-2-PYRIDYL)UREA). As a reaction SMILES: [Cl:1][C:2]1[N:7]=[C:6]([NH2:8])[CH:5]=[CH:4][C:3]=1[C:9]1[CH:14]=[CH:13][C:12]([Cl:15])=[CH:11][CH:10]=1.[F:16][C:17]1[CH:27]=[CH:26][CH:25]=[C:24]([F:28])[C:18]=1[C:19]([N:21]=[C:22]=[O:23])=[O:20]>C(#N)C>[F:16][C:17]1[CH:27]=[CH:26][CH:25]=[C:24]([F:28])[C:18]=1[C:19]([NH:21][C:22]([NH:8][C:6]1[CH:5]=[CH:4][C:3]([C:9]2[CH:14]=[CH:13][C:12]([Cl:15])=[CH:11][CH:10]=2)=[C:2]([Cl:1])[N:7]=1)=[O:23])=[O:20]. Procedure details: 6-Chloro-5-(4-chlorophenyl)-2-pyridylamine (0.3 gram) was dissolved in 25 ml acetonitrile and treated with 2,6-difluorobenzoyl isocyanate (0.5 gram) under nitrogen at room temperature. A precipitate formed almost immediately and after about three hours stirring, the solid was collected and washed with acetonitrile, yield 0.36 gram, m.p. 237°-241° C.